This data is from the Open Reaction Database (ORD), a public repository of structured organic reaction records. The task is: describe an organic reaction: reactants, conditions, products, and yield Reaction SMILES: [B-:16]([F:17])([F:18])([F:19])[F:20].[CH3:38][c:39]1[c:40]([CH2:41][NH2:42])[cH:43][cH:44][cH:45][cH:46]1.[NH2:1][c:2]1[cH:3][c:4]([C:13](=[O:14])[OH:15])[n:5][c:6]([O:10][CH2:11][CH3:12])[c:7]1[C:8]#[N:9].[n:21]1([O:22][C:23]([N:24]([CH3:25])[CH3:26])=[N+:27]([CH3:28])[CH3:29])[c:30]2[cH:31][cH:32][cH:33][cH:34][c:35]2[n:36][n:37]1>>[NH2:1][c:2]1[cH:3][c:4]([C:13](=[O:15])[NH:42][CH2:41][c:40]2[c:39]([CH3:38])[cH:46][cH:45][cH:44][cH:43]2)[n:5][c:6]([O:10][CH2:11][CH3:12])[c:7]1[C:8]#[N:9]. Reactants: F[B-](F)(F)F, Cc1ccccc1CN, CCOc1nc(C(=O)O)cc(N)c1C#N, CN(C)C(On1nnc2ccccc21)=[N+](C)C. The product is CCOc1nc(C(=O)NCc2ccccc2C)cc(N)c1C#N. Starting materials: ON=C(C1=CC(=CC=C1)N1C(C2=C(N3CCC[C@H]3C1)N=C(N=C2)SC)=O)N ((S)—N′-hydroxy-3-(9-methylthio-6-oxo-2,3,3a,4-tetrahydro-1H,6H-5,8,10,10b-tetraazabenzo[e]azulen-5-yl)benzamidine), C(C)(C)C(=O)Cl (isopropylcarbonyl chloride). Solvent: N1=CC=CC=C1 (pyridine), C(Cl)(Cl)Cl (chloroform). Run at temperature 90 celsius, time 8 hour. Yields the product C(C)(C)C1=NC(=NO1)C=1C=C(C=CC1)N1C(C2=C(N3CCC[C@H]3C1)N=C(N=C2)SC)=O ((S)-5-[3-(5-isopropyl-1,2,4-oxadiazol-3-yl)phenyl]-9-methylthio-1,2,3,3a,4,5-hexahydro-5,8,10,10b-tetraazabenzo[e]azulen-6-one). Yield: 110.1%. As a reaction SMILES: [OH:1][N:2]=[C:3]([NH2:27])[C:4]1[CH:9]=[CH:8][CH:7]=[C:6]([N:10]2[CH2:19][C@H:18]3[N:14]([CH2:15][CH2:16][CH2:17]3)[C:13]3[N:20]=[C:21]([S:24][CH3:25])[N:22]=[CH:23][C:12]=3[C:11]2=[O:26])[CH:5]=1.[CH:28]([C:31](Cl)=O)([CH3:30])[CH3:29]>N1C=CC=CC=1.C(Cl)(Cl)Cl>[CH:28]([C:31]1[O:1][N:2]=[C:3]([C:4]2[CH:5]=[C:6]([N:10]3[CH2:19][C@H:18]4[N:14]([CH2:15][CH2:16][CH2:17]4)[C:13]4[N:20]=[C:21]([S:24][CH3:25])[N:22]=[CH:23][C:12]=4[C:11]3=[O:26])[CH:7]=[CH:8][CH:9]=2)[N:27]=1)([CH3:30])[CH3:29]. Reported procedure: (S)—N′-Hydroxy-3-(9-methylthio-6-oxo-2,3,3a,4-tetrahydro-1H,6H-5,8,10,10b-tetraazabenzo[e]azulen-5-yl)benzamidine (120 mg, 0.31 mmol) obtained in Step 1 was dissolved in pyridine (1.5 mL), and the mixture was stirred overnight at 90° C. after adding isopropylcarbonyl chloride (0.039 mL, 0.38 mmol) under ice-cooled conditions. The mixture was diluted with chloroform, washed with water and saturated brine, and the organic layer was dried over anhydrous magnesium sulfate. The residue obtained by co...